This data is from the Open Reaction Database (ORD), a public repository of structured organic reaction records. The task is: describe an organic reaction: reactants, conditions, products, and yield Procedure: 543 mg (purity 59%, 0.86 mmol) of tert-butyl 2-[4-(5-chloro-2-cyanophenyl)-2-oxopyridin-1(2H)-yl]butanoate (racemate) were hydrolysed with 20 eq. of TFA according to General Method 6A. Yield: 425 mg (purity 60%, 94% of theory) Starting materials: ClC=1C=CC(=C(C1)C1=CC(N(C=C1)C(C(=O)OC(C)(C)C)CC)=O)C#N (tert-butyl 2-[4-(5-chloro-2-cyanophenyl)-2-oxopyridin-1(2H)-yl]butanoate), C(=O)(C(F)(F)F)O (TFA). Reaction SMILES: [Cl:1][C:2]1[CH:3]=[CH:4][C:5]([C:25]#[N:26])=[C:6]([C:8]2[CH:13]=[CH:12][N:11]([CH:14]([CH2:22][CH3:23])[C:15]([O:17]C(C)(C)C)=[O:16])[C:10](=[O:24])[CH:9]=2)[CH:7]=1.C(O)(C(F)(F)F)=O>>[Cl:1][C:2]1[CH:3]=[CH:4][C:5]([C:25]#[N:26])=[C:6]([C:8]2[CH:13]=[CH:12][N:11]([CH:14]([CH2:22][CH3:23])[C:15]([OH:17])=[O:16])[C:10](=[O:24])[CH:9]=2)[CH:7]=1. The product is ClC=1C=CC(=C(C1)C1=CC(N(C=C1)C(C(=O)O)CC)=O)C#N (2-[4-(5-Chloro-2-cyanophenyl)-2-oxopyridin-1(2H)-yl]butanoic acid). Starting materials: O (water), ClCC1=CC=C(C=C1)CNC(C)=O (N-(4-chloromethylphenylmethyl) acetamide), COC1=NC(=NC(=C1)OC)N1CCNCC1 (1-(4,6-dimethoxypyrimidin-2-yl)piperazine), C([O-])([O-])=O.[K+].[K+] (potassium carbonate). The solvent is CN(C=O)C (dimethylformamide). Yields the product COC1=NC(=NC(=C1)OC)N1CCN(CC1)CC1=CC=C(C=C1)CNC(C)=O (N-(4-((4-(4,6-Dimethoxypyrimidin-2-yl)piperazin-1-yl)methyl)phenylmethyl)acetamide). Yield: 123.8%. RXN SMILES: Cl[CH2:2][C:3]1[CH:8]=[CH:7][C:6]([CH2:9][NH:10][C:11](=[O:13])[CH3:12])=[CH:5][CH:4]=1.[CH3:14][O:15][C:16]1[CH:21]=[C:20]([O:22][CH3:23])[N:19]=[C:18]([N:24]2[CH2:29][CH2:28][NH:27][CH2:26][CH2:25]2)[N:17]=1.C(=O)([O-])[O-].[K+].[K+].O>CN(C)C=O>[CH3:14][O:15][C:16]1[CH:21]=[C:20]([O:22][CH3:23])[N:19]=[C:18]([N:24]2[CH2:25][CH2:26][N:27]([CH2:2][C:3]3[CH:8]=[CH:7][C:6]([CH2:9][NH:10][C:11](=[O:13])[CH3:12])=[CH:5][CH:4]=3)[CH2:28][CH2:29]2)[N:17]=1 |f:2.3.4|. Reported procedure: A solution of N-(4-chloromethylphenylmethyl) acetamide (0.93 g), 1-(4,6-dimethoxypyrimidin-2-yl)piperazine (0.94 g) and potassium carbonate (0.97 g) in dimethylformamide (10 ml) was stirred at 80° C. for 1.5 hr. The reaction mixture was poured into water and extracted with ethyl acetate. The extract was washed with saturated brine and dried over anhydrous sodium sulfate. The solvent was evaporated to give a brown oil (2.0 g). The obtained brown oil was crystallized from ethyl acetate:diisopropyl... Reactants: CCOC(=O)CP(=O)(OCC)OCC, [H-], [Na+], C1CCOC1, O=C(O)CC(O)(CC(=O)O)C(=O)O, CCOC(=O)C(=O)c1ccc(C)cc1. Product: CCOC(=O)C=C(C(=O)OCC)c1ccc(C)cc1. As a reaction SMILES: [CH2:1]([CH3:2])[O:3][C:4](=[O:5])[CH2:6][P:7](=[O:8])([O:9][CH2:10][CH3:11])[O:12][CH2:13][CH3:14].[H-:15].[Na+:16].[O:44]1[CH2:45][CH2:46][CH2:47][CH2:48]1.[OH:31][C:32]([CH2:33][C:34]([C:35](=[O:36])[OH:37])([CH2:38][C:39](=[O:40])[OH:41])[OH:42])=[O:43].[c:17]1([CH3:30])[cH:18][cH:19][c:20]([C:23]([C:24](=[O:25])[O:26][CH2:27][CH3:28])=[O:29])[cH:21][cH:22]1>>[CH2:1]([CH3:2])[O:3][C:4](=[O:5])[CH:6]=[C:23]([c:20]1[cH:19][cH:18][c:17]([CH3:30])[cH:22][cH:21]1)[C:24](=[O:25])[O:26][CH2:27][CH3:28]. Starting materials: S (hydrogen sulphide), CCCCCCCCCCC=C (dodecene-1). Solvent: COCCOCCOC (diglyme). Yields the product C(CCCCCCCCCCC)S (n-dodecyl mercaptan). As a reaction SMILES: [SH2:1].[CH3:2][CH2:3][CH2:4][CH2:5][CH2:6][CH2:7][CH2:8][CH2:9][CH2:10][CH2:11][CH:12]=[CH2:13]>COCCOCCOC>[CH2:13]([SH:1])[CH2:12][CH2:11][CH2:10][CH2:9][CH2:8][CH2:7][CH2:6][CH2:5][CH2:4][CH2:3][CH3:2]. Procedure details: Under the conditions of Example 3, with an input of 38 liters per hour of hydrogen sulphide, 67.7 mmoles of dodecene-1 dissolved in diglyme at a concentration of 0.564 mole per liter were irradiated at 11° C. After 3 minutes of irradiation, 48.2 mmoles of n-dodecyl mercaptan were formed. Starting materials: C(C)OC(=O)C1=C(C2=C(N=C(N=C2)C2=CC=CC=C2)N(C1=O)CCOC)O (7,8-dihydro-5-hydroxy-8-(2-methoxyethyl)-7-oxo-2-phenylpyrido[2,3-d]pyrimidine-6-carboxylic acid ethyl ester), COCCN (2-methoxyethylamine). Run in C(C)O (ethanol). Yields the product OC1=C(C(N(C=2N=C(N=CC21)C2=CC=CC=C2)CCOC)=O)C(=O)NCCOC (7,8-dihydro-5-hydroxy-N,8-bis(2-methoxyethyl)-7-oxo-2-phenylpyrido-[2,3-d]pyrimidine-6-carboxamide). As a reaction SMILES: C(O[C:4]([C:6]1[C:21](=[O:22])[N:20]([CH2:23][CH2:24][O:25][CH3:26])[C:9]2[N:10]=[C:11]([C:14]3[CH:19]=[CH:18][CH:17]=[CH:16][CH:15]=3)[N:12]=[CH:13][C:8]=2[C:7]=1[OH:27])=[O:5])C.[CH3:28][O:29][CH2:30][CH2:31][NH2:32]>C(O)C>[OH:27][C:7]1[C:8]2[CH:13]=[N:12][C:11]([C:14]3[CH:15]=[CH:16][CH:17]=[CH:18][CH:19]=3)=[N:10][C:9]=2[N:32]([CH2:31][CH2:30][O:29][CH3:28])[C:4](=[O:5])[C:6]=1[C:21]([NH:20][CH2:23][CH2:24][O:25][CH3:26])=[O:22]. Procedure details: To 1.0 g. (0.0027 mole) of 7,8-dihydro-5-hydroxy-8-(2-methoxyethyl)-7-oxo-2-phenylpyrido[2,3-d]pyrimidine-6-carboxylic acid ethyl ester (prepared as in Example 9) was added 0.4 g. (0.0054 mole) of 2-methoxyethylamine in 25 ml. of ethanol and this was heated at reflux for 4 hours. The reaction was then filtered and chilled and the filtrate gave up a solid that was collected on a suction filter and rinsed with petroleum ether. No further purification was necessary--m.p. 150°-154° C. Starting materials: Cl (hydrochloric acid), ClC1=C(C=CC=C1)C(C=O)=CN(C)C (2-(2-chlorophenyl)-3-dimethylaminoprop-2-enal), NC(=O)N (urea). The solvent is C(C)O (ethanol). Product: ClC1=C(C=CC=C1)C=1C=NC(NC1)=O (5-(2-Chlorophenyl)-1,2-dihydro-2-oxopyrimidine). As a reaction SMILES: [Cl:1][C:2]1[CH:7]=[CH:6][CH:5]=[CH:4][C:3]=1[C:8](=[CH:11]N(C)C)[CH:9]=O.[NH2:15][C:16]([NH2:18])=[O:17].Cl>C(O)C>[Cl:1][C:2]1[CH:7]=[CH:6][CH:5]=[CH:4][C:3]=1[C:8]1[CH:11]=[N:15][C:16](=[O:17])[NH:18][CH:9]=1. Procedure: 10 g of 2-(2-chlorophenyl)-3-dimethylaminoprop-2-enal (Example 1a) and 6 g of urea are heated under reflux in 40 ml of ethanol, in the presence of 10 ml of hydrochloric acid, for 4 hours. Reactants: C#CCO, C1CCOC1, COCCOC, [Li]CCCC, O=Cc1cccc(C(=O)C(=O)c2ccc(OC(F)F)cc2)c1. Yields the product O=C(C(=O)c1cccc(C(O)C#CCO)c1)c1ccc(OC(F)F)cc1. As a reaction SMILES: [CH2:1]([C:2]#[CH:3])[OH:4].[CH2:32]1[O:33][CH2:34][CH2:35][CH2:36]1.[CH3:37][O:38][CH2:39][CH2:40][O:41][CH3:42].[CH3:5][CH2:6][CH2:7][CH2:8][Li:9].[F:10][CH:11]([O:12][c:13]1[cH:14][cH:15][c:16]([C:19]([C:20](=[O:21])[c:22]2[cH:23][c:24]([CH:25]=[O:26])[cH:27][cH:28][cH:29]2)=[O:30])[cH:17][cH:18]1)[F:31]>>[CH2:1]([C:2]#[C:3][CH:25]([c:24]1[cH:23][c:22]([C:20]([C:19]([c:16]2[cH:15][cH:14][c:13]([O:12][CH:11]([F:10])[F:31])[cH:18][cH:17]2)=[O:30])=[O:21])[cH:29][cH:28][cH:27]1)[OH:26])[OH:4].